This data is from the Open Reaction Database (ORD), a public repository of structured organic reaction records. The task is: describe an organic reaction: reactants, conditions, products, and yield The reactants are BrC1=CC(=C(C=C1)N(CCO)C)N=O (2-((4-bromo-2-nitrosophenyl)(methyl)amino)ethanol), S(=O)([O-])S(=O)[O-].[Na+].[Na+] (Sodium hydrosulfite). Run in C1CCOC1 (THF). Reaction conditions: time 1 hour. Product: NC1=C(C=CC(=C1)Br)N(CCO)C (2-((2-amino-4-bromophenyl)(methyl)amino)ethanol). Yield: 50.3%. Reaction SMILES: [Br:1][C:2]1[CH:7]=[CH:6][C:5]([N:8]([CH3:12])[CH2:9][CH2:10][OH:11])=[C:4]([N:13]=O)[CH:3]=1.S(S([O-])=O)([O-])=O.[Na+].[Na+]>C1COCC1>[NH2:13][C:4]1[CH:3]=[C:2]([Br:1])[CH:7]=[CH:6][C:5]=1[N:8]([CH3:12])[CH2:9][CH2:10][OH:11] |f:1.2.3|. Procedure: 2-((4-bromo-2-nitrosophenyl)(methyl)amino)ethanol (6.5 g, 0.025 mol) was dissolved in THF (100 ml), Sodium hydrosulfite (26.2 g, 0.15 mol in water 150 mL) was added. The reaction was stirred at rt for 1 h. The mixture was extracted with EtOAc (2×100 ml). The combined organic layers was concentrated and purified by flash chromatography eluted with EtOAc to give 3.1 g, (50.3%) of 2-((2-amino-4-bromophenyl)(methyl)amino)ethanol LCMS-ESI+ (m/z): [M+H]+ calcd for C9H13BrN2O4:244.03; found 244.96, 246... The reactants are CC1=C(C=O)C(=CC(=C1C)OC)C (2,3,6-trimethyl-p-anisaldehyde), [H-].[Na+] (NaH), triethyl phosphonoacetate, ice, C(C)(=O)OCC (ethyl acetate). Run in O1CCCC1 (THF), O1CCCC1 (tetrahydrofuran), [Cl-].[Na+].O (brine). Yields the product COC1=C(C(=C(C=CC(=O)OCC)C(=C1)C)C)C (Ethyl 4-methoxy-2,3,6-trimethylcinnamate). Reaction SMILES: [H-].[Na+].[CH3:3][C:4]1[C:11]([CH3:12])=[C:10]([O:13][CH3:14])[CH:9]=[C:8]([CH3:15])[C:5]=1[CH:6]=O.[C:16]([O:19][CH2:20][CH3:21])(=[O:18])[CH3:17]>O1CCCC1.[Cl-].[Na+].O>[CH3:14][O:13][C:10]1[CH:9]=[C:8]([CH3:15])[C:5]([CH:6]=[CH:17][C:16]([O:19][CH2:20][CH3:21])=[O:18])=[C:4]([CH3:3])[C:11]=1[CH3:12] |f:0.1,5.6.7|. Procedure details: A suspension of NaH (9.3 g, 50% dispersion in oil, 0.19 mol) in 150 mL of tetrahydrofuran (THF) was stirred in an ice bath under an atmosphere of nitrogen and triethyl phosphonoacetate (43.5 g, 0.19 mol) was added dropwise within 15 min. The mixture was stirred for 1 hr in the ice bath and a solution of 2,3,6-trimethyl-p-anisaldehyde (24.3 g, 0.14 mol) in 100 mL of THF was added. The resulting mixture was stirred at room temperature for 18 hrs and brine (250 mL) and ethyl acetate (250 mL) was ad... The reactants are FC(C(=O)O)(F)F (Trifluoroacetic acid), C(C)(C)(C)OC(=O)OC(C=1N(C(=CN1)Cl)C)C1=C(C=CC(=C1)F)F (2-[(t-butoxycarbonyloxy)-(2,5-difluorophenyl)methyl]-1-methyl-5-chloro-1H-imidazole), ClC1=CC=C(C=C1)S (4-chlorobenzenethiol), C([O-])([O-])=O.[K+].[K+] (potassium carbonate). Solvent: C(C)OCC (Ethyl ether). Reaction conditions: time 3 hour. Yields the product ClC1=CC=C(C=C1)SC(C=1N(C(=CN1)Cl)C)C1=C(C=CC(=C1)F)F (2-[[(4-Chlorophenyl)thio]-(2,5-difluorophenyl)methyl]-1-methyl-5-chloro-1H-imidazole). Isolated yield 44.8%. As a reaction SMILES: FC(F)(F)C(O)=O.C(OC(O[CH:16]([C:24]1[CH:29]=[C:28]([F:30])[CH:27]=[CH:26][C:25]=1[F:31])[C:17]1[N:18]([CH3:23])[C:19]([Cl:22])=[CH:20][N:21]=1)=O)(C)(C)C.[Cl:32][C:33]1[CH:38]=[CH:37][C:36]([SH:39])=[CH:35][CH:34]=1.C(=O)([O-])[O-].[K+].[K+]>C(OCC)C>[Cl:32][C:33]1[CH:38]=[CH:37][C:36]([S:39][CH:16]([C:24]2[CH:29]=[C:28]([F:30])[CH:27]=[CH:26][C:25]=2[F:31])[C:17]2[N:18]([CH3:23])[C:19]([Cl:22])=[CH:20][N:21]=2)=[CH:35][CH:34]=1 |f:3.4.5|. Procedure details: Trifluoroacetic acid (10 ml) was added to the 2-[(t-butoxycarbonyloxy)-(2,5-difluorophenyl)methyl]-1-methyl-5-chloro-1H-imidazole (404 mg, 1.13 mmol) obtained in Referential Example 14. The resulting mixture was stirred at room temperature for 3 hours. The reaction mixture was concentrated under reduced pressure. Dioxane was added to the residue, followed by further concentration under reduced pressure. The residue was dissolved in thionyl chloride (2.0 ml) and to the resulting solution was adde... Reactants: C(C)OC=1C=C(C(=O)N)C=CC1OC (3-ethoxy-4-methoxybenzamide), ClCC(CCl)=O (1,3-dichloro-2-propanone). Product: ClCC=1N=C(OC1)C1=CC(=C(C=C1)OC)OCC (4-chloromethyl-2-(3-ethoxy-4-methoxyphenyl)oxazole). Isolated yield 49.4%. Reaction SMILES: [CH2:1]([O:3][C:4]1[CH:5]=[C:6]([CH:10]=[CH:11][C:12]=1[O:13][CH3:14])[C:7]([NH2:9])=[O:8])[CH3:2].[Cl:15][CH2:16][C:17](=O)[CH2:18]Cl>>[Cl:15][CH2:16][C:17]1[N:9]=[C:7]([C:6]2[CH:10]=[CH:11][C:12]([O:13][CH3:14])=[C:4]([O:3][CH2:1][CH3:2])[CH:5]=2)[O:8][CH:18]=1. Reported procedure: Using 29.4 g of 3-ethoxy-4-methoxybenzamide and 57 g of 1,3-dichloro-2-propanone and following the procedure of Reference Example 55, 19.9 g of white powdery 4-chloromethyl-2-(3-ethoxy-4-methoxyphenyl)oxazole was obtained. Starting materials: NC1=C(C(=O)C2=C(C=CC=C2)F)C=C(C=C1)[N+](=O)[O-] (2-amino-5-nitro-2'-fluorobenzophenone), S(=O)(=O)(C1=CC=C(C)C=C1)Cl (tosyl chloride). Solvent: N1=CC=CC=C1 (pyridine). The product is FC1=C(C=CC=C1)C(C1=C(C=CC(=C1)[N+](=O)[O-])NS(=O)(=O)C1=CC=C(C)C=C1)=O (2'-Fluoro-5-nitro-2-tosylaminobenzophenone). RXN SMILES: [NH2:1][C:2]1[CH:16]=[CH:15][C:14]([N+:17]([O-:19])=[O:18])=[CH:13][C:3]=1[C:4]([C:6]1[CH:11]=[CH:10][CH:9]=[CH:8][C:7]=1[F:12])=[O:5].[S:20](Cl)([C:23]1[CH:29]=[CH:28][C:26]([CH3:27])=[CH:25][CH:24]=1)(=[O:22])=[O:21]>N1C=CC=CC=1>[F:12][C:7]1[CH:8]=[CH:9][CH:10]=[CH:11][C:6]=1[C:4](=[O:5])[C:3]1[CH:13]=[C:14]([N+:17]([O-:19])=[O:18])[CH:15]=[CH:16][C:2]=1[NH:1][S:20]([C:23]1[CH:29]=[CH:28][C:26]([CH3:27])=[CH:25][CH:24]=1)(=[O:22])=[O:21]. Reported procedure: A mixture containing 10 g of 2-amino-5-nitro-2'-fluorobenzophenone and 7.5 g of tosyl chloride is refluxed in 50 ml of pyridine for 24 hours. The solvent is evaporated off to dryness, water and ethyl acetate are added, an insoluble material is filtered off and the organic phase is washed with a dilute solution of hydrochloric acid, water and an aqueous solution of sodium chloride and then dried over magnesium sulfate and evaporated. The residue is chromatographed on silica and the expected produ... The reactants are FN(CCC1=CC=C(C=C1)OC(C1=CC=CC=C1)=O)F (N,N-Difluoro-O-benzoyltyramine), Cl (HCl). Run in CO (methanol). Product: FN(CCC1=CC=C(C=C1)O)F (N,N-Difluorotyramine). Yield: 49.3%. Reaction SMILES: [F:1][N:2]([F:20])[CH2:3][CH2:4][C:5]1[CH:10]=[CH:9][C:8]([O:11]C(=O)C2C=CC=CC=2)=[CH:7][CH:6]=1.Cl>CO>[F:1][N:2]([F:20])[CH2:3][CH2:4][C:5]1[CH:10]=[CH:9][C:8]([OH:11])=[CH:7][CH:6]=1. Procedure details: N,N-Difluoro-O-benzoyltyramine (130 mg.) in methanol saturated with HCl was heated at 60° C. for 3 hours. The title compound (40 mg, 40%), isolated by preparative layer chromatography on silica gel, was a liquid at room temperature, and exhibited 1H n.m.r. signals, (CDCl3) at δ 3.0 (2H, t, J=8 Hz, Ar--CH2 --CH2 --), δ 3.6 (2H, tt, JHH =8 Hz, JHF =27 Hz, --CH2CH2NF2), δ 4.9 (1H, bs, exchangeable with D2O, --OH) and δ 6.8 (4H, m, aromatic protons); 19F n.m.r. signals (CDCl3) at φ*-55.3 (t, JHF =27... The reactants are [Br-], C[Si](C)(C)[N-][Si](C)(C)C, CC(C)[Mg+], Cl, [Li+], C1CCOC1, O=Cc1ccncc1. Product: CC(C)C(N)c1ccncc1. Reaction SMILES: [Br-:19].[CH3:9][Si:10]([N-:11][Si:14]([CH3:15])([CH3:16])[CH3:17])([CH3:12])[CH3:13].[CH:20]([CH3:21])([CH3:22])[Mg+:23].[ClH:24].[Li+:18].[O:25]1[CH2:26][CH2:27][CH2:28][CH2:29]1.[n:1]1[cH:2][cH:3][c:4]([CH:7]=[O:8])[cH:5][cH:6]1>>[n:1]1[cH:2][cH:3][c:4]([CH:7]([NH2:11])[CH:20]([CH3:21])[CH3:22])[cH:5][cH:6]1. Starting materials: COC(=O)C(N)C(C)C, Cl, O=C(O)CCc1ccc(O)cc1. Product: COC(=O)C(NC(=O)CCc1ccc(O)cc1)C(C)C. As a reaction SMILES: [CH3:14][O:15][C:16]([CH:17]([NH2:18])[CH:19]([CH3:20])[CH3:21])=[O:22].[ClH:13].[OH:1][c:2]1[cH:3][cH:4][c:5]([CH2:8][CH2:9][C:10](=[O:11])[OH:12])[cH:6][cH:7]1>>[OH:1][c:2]1[cH:3][cH:4][c:5]([CH2:8][CH2:9][C:10](=[O:12])[NH:18][CH:17]([C:16]([O:15][CH3:14])=[O:22])[CH:19]([CH3:20])[CH3:21])[cH:6][cH:7]1. The reactants are N1N=CN=C1 (1,2,4-triazole), ClC=1N=C(C2=C(N1)SC1=C2CCCC1)NCC1=CC=C(C=C1)F (2-chloro-5,6,7,8-tetrahydro-4-(4-fluorobenzylamino)-[1]-benzothieno-[2,3-d]-pyrimidine). The product is N1(N=CN=C1)C=1N=C(C2=C(N1)SC1=C2CCCC1)NCC1=CC=C(C=C1)F (2-(1,2,4-triazol-1-yl)-5,6,7,8-tetrahydro-4-(4-fluorobenzylamino)-[1]-benzothieno-[2,3-d]-pyrimidine). Reaction SMILES: [NH:1]1[CH:5]=[N:4][CH:3]=[N:2]1.Cl[C:7]1[N:8]=[C:9]([NH:20][CH2:21][C:22]2[CH:27]=[CH:26][C:25]([F:28])=[CH:24][CH:23]=2)[C:10]2[C:15]3[CH2:16][CH2:17][CH2:18][CH2:19][C:14]=3[S:13][C:11]=2[N:12]=1>>[N:1]1([C:7]2[N:8]=[C:9]([NH:20][CH2:21][C:22]3[CH:23]=[CH:24][C:25]([F:28])=[CH:26][CH:27]=3)[C:10]3[C:15]4[CH2:16][CH2:17][CH2:18][CH2:19][C:14]=4[S:13][C:11]=3[N:12]=2)[CH:5]=[N:4][CH:3]=[N:2]1. Procedure: Following the procedure of Example 97, the reaction of 1,2,4-triazole with 2-chloro-5,6,7,8-tetrahydro-4-(4-fluorobenzylamino)-[1]-benzothieno-[2,3-d]-pyrimidine gives 2-(1,2,4-triazol-1-yl)-5,6,7,8-tetrahydro-4-(4-fluorobenzylamino)-[1]-benzothieno-[2,3-d]-pyrimidine. The reactants are solution, C[Si](C)(C)[N-][Si](C)(C)C.[K+] (KHMDS), C(C=C)Br (allyl bromide), CC1(OCC(N1C(=O)OC(C)(C)C)C(=O)OC)C (3-tert-butyl 4-methyl 2,2-dimethyloxazolidine-3,4-dicarboxylate), [Cl-].[NH4+] (ammonium chloride). The solvent is C1(=CC=CC=C1)C (toluene), C1CCOC1 (THF). Reaction conditions: temperature -78 celsius, time 30 minute. The product is C(C=C)C1(N(C(OC1)(C)C)C(=O)OC(C)(C)C)C(=O)OC (3-tert-Butyl 4-methyl 4-allyl-2,2-dimethyloxazolidine-3,4-dicarboxylate). As a reaction SMILES: [CH3:1][C:2]1([CH3:18])[N:6]([C:7]([O:9][C:10]([CH3:13])([CH3:12])[CH3:11])=[O:8])[CH:5]([C:14]([O:16][CH3:17])=[O:15])[CH2:4][O:3]1.C[Si]([N-][Si](C)(C)C)(C)C.[K+].[CH2:29](Br)[CH:30]=[CH2:31].[Cl-].[NH4+]>C1COCC1.C1(C)C=CC=CC=1>[CH2:31]([C:5]1([C:14]([O:16][CH3:17])=[O:15])[CH2:4][O:3][C:2]([CH3:18])([CH3:1])[N:6]1[C:7]([O:9][C:10]([CH3:11])([CH3:12])[CH3:13])=[O:8])[CH:30]=[CH2:29] |f:1.2,4.5|. Procedure details: 10 g of 3-tert-butyl 4-methyl 2,2-dimethyloxazolidine-3,4-dicarboxylate were dissolved in 270 ml of THF. After cooling to −78° C., 100 ml of a 0.5 M solution of KHMDS in toluene were added dropwise. After stirring at −78° C. for 30 min, 5.4 ml of allyl bromide were added dropwise. The mixture was allowed slowly to reach room temperature and was stirred for 14 h. The reaction was then stopped by adding 400 ml of saturated ammonium chloride solution. The THF was removed in vacuo and the aqueous ph...